Dataset: the Open Reaction Database (ORD), a public repository of structured organic reaction records. Task: describe an organic reaction: reactants, conditions, products, and yield RXN SMILES: Cl[C:2]1[C:7]2[N:8]([CH2:23][C@H:24]3[CH2:29][CH2:28][C@H:27]([CH3:30])[CH2:26][CH2:25]3)[C:9]([N:11]3[CH2:16][CH2:15][O:14][CH2:13][C@H:12]3[C:17]3[CH:22]=[CH:21][CH:20]=[CH:19][CH:18]=3)=[N:10][C:6]=2[CH:5]=[C:4]([Cl:31])[N:3]=1.[CH:32]1([CH2:36][OH:37])[CH2:35][CH2:34][CH2:33]1.C([O-])([O-])=O.[Cs+].[Cs+].C1C=CC(P(C2C(C3C(P(C4C=CC=CC=4)C4C=CC=CC=4)=CC=C4C=3C=CC=C4)=C3C(C=CC=C3)=CC=2)C2C=CC=CC=2)=CC=1>CS(C)=O.C1C=CC(/C=C/C(/C=C/C2C=CC=CC=2)=O)=CC=1.C1C=CC(/C=C/C(/C=C/C2C=CC=CC=2)=O)=CC=1.C1C=CC(/C=C/C(/C=C/C2C=CC=CC=2)=O)=CC=1.[Pd].[Pd]>[Cl:31][C:4]1[N:3]=[C:2]([O:37][CH2:36][CH:32]2[CH2:35][CH2:34][CH2:33]2)[C:7]2[N:8]([CH2:23][C@H:24]3[CH2:25][CH2:26][C@H:27]([CH3:30])[CH2:28][CH2:29]3)[C:9]([N:11]3[CH2:16][CH2:15][O:14][CH2:13][C@H:12]3[C:17]3[CH:22]=[CH:21][CH:20]=[CH:19][CH:18]=3)=[N:10][C:6]=2[CH:5]=1 |f:2.3.4,7.8.9.10.11|. Run at temperature 100 celsius. The product is ClC1=CC2=C(C(=N1)OCC1CCC1)N(C(=N2)N2[C@@H](COCC2)C2=CC=CC=C2)C[C@@H]2CC[C@H](CC2)C (6-chloro-4-(cyclobutylmethoxy)-3-[(trans-4-methylcyclohexyl)methyl]-2-[(3R)-3-phenylmorpholin-4-yl]-3H-imidazo[4,5-c]pyridine). Reactants: ClC1=NC(=CC2=C1N(C(=N2)N2[C@@H](COCC2)C2=CC=CC=C2)C[C@@H]2CC[C@H](CC2)C)Cl (4,6-dichloro-3-[(trans-4-methylcyclohexyl)methyl]-2-[(3R)-3-phenylmorpholin-4-yl]-3H-imidazo[4,5-c]pyridine), C1(CCC1)CO (cyclobutylmethanol), C(=O)([O-])[O-].[Cs+].[Cs+] (Cs2CO3), C=1C=CC(=CC1)P(C=2C=CC=CC2)C3=CC=C4C=CC=CC4=C3C5=C6C=CC=CC6=CC=C5P(C=7C=CC=CC7)C=8C=CC=CC8 (BINAP). Procedure: To a solution of 4,6-dichloro-3-[(trans-4-methylcyclohexyl)methyl]-2-[(3R)-3-phenylmorpholin-4-yl]-3H-imidazo[4,5-c]pyridine (Example 2.1, Step 2; 400 mg, 0.87 mmol) in DMSO (5 mL) was added cyclobutylmethanol (337 mg, 3.92 mmol), Cs2CO3 (848 mg, 2.61 mmol) and BINAP (108 mg, 0.17 mmol). The reaction mixture was deoxygenated by purging with nitrogen for 10 minutes and then Pd2dba3 (159 mg, 0.17 mmol) was added. The reaction was again deoxygenated for 5 minutes by purging with nitrogen. The react... Run in CS(=O)C (DMSO). Reagents/catalysts: C=1C=CC(=CC1)/C=C/C(=O)/C=C/C2=CC=CC=C2.C=1C=CC(=CC1)/C=C/C(=O)/C=C/C2=CC=CC=C2.C=1C=CC(=CC1)/C=C/C(=O)/C=C/C2=CC=CC=C2.[Pd].[Pd] (Pd2dba3). Starting materials: C, CC(O)C(O)COc1nc(N2CCN(C(=O)OCc3ccccc3)CC2)nc2ccccc12, CO, [Pd]. Yields the product CC(O)C(O)COc1nc(N2CCNCC2)nc2ccccc12. Reaction SMILES: [C:36].[CH2:1]([O:2][C:3](=[O:4])[N:11]1[CH2:12][CH2:13][N:14]([c:17]2[n:18][c:19]3[cH:20][cH:21][cH:22][cH:23][c:24]3[c:25]([O:27][CH2:28][CH:29]([CH:30]([CH3:31])[OH:32])[OH:33])[n:26]2)[CH2:15][CH2:16]1)[c:5]1[cH:6][cH:7][cH:8][cH:9][cH:10]1.[CH3:34][OH:35].[Pd:37]>>[NH:11]1[CH2:12][CH2:13][N:14]([c:17]2[n:18][c:19]3[cH:20][cH:21][cH:22][cH:23][c:24]3[c:25]([O:27][CH2:28][CH:29]([CH:30]([CH3:31])[OH:32])[OH:33])[n:26]2)[CH2:15][CH2:16]1. Starting materials: [BH3-]C#N, C1COCCN1, CC(=O)O, CO, Cc1cc(C)c(CNC(=O)c2cc(-c3ccc(C=O)cc3C)cc3c2cnn3C2CCCC2)c(=O)[nH]1, [Na+]. Yields the product Cc1cc(C)c(CNC(=O)c2cc(-c3ccc(CN4CCOCC4)cc3C)cc3c2cnn3C2CCCC2)c(=O)[nH]1. RXN SMILES: [C:47]([BH3-:48])#[N:49].[CH2:37]1[CH2:38][O:39][CH2:40][CH2:41][NH:42]1.[CH3:43][C:44](=[O:45])[OH:46].[CH3:51][OH:52].[CH:1]1([n:6]2[n:7][cH:8][c:9]3[c:10]([C:24](=[O:25])[NH:26][CH2:27][c:28]4[c:29](=[O:36])[nH:30][c:31]([CH3:35])[cH:32][c:33]4[CH3:34])[cH:11][c:12](-[c:15]4[c:16]([CH3:23])[cH:17][c:18]([CH:21]=[O:22])[cH:19][cH:20]4)[cH:13][c:14]23)[CH2:2][CH2:3][CH2:4][CH2:5]1.[Na+:50]>>[CH:1]1([n:6]2[n:7][cH:8][c:9]3[c:10]([C:24](=[O:25])[NH:26][CH2:27][c:28]4[c:29](=[O:36])[nH:30][c:31]([CH3:35])[cH:32][c:33]4[CH3:34])[cH:11][c:12](-[c:15]4[c:16]([CH3:23])[cH:17][c:18]([CH2:21][N:42]5[CH2:37][CH2:38][O:39][CH2:40][CH2:41]5)[cH:19][cH:20]4)[cH:13][c:14]23)[CH2:2][CH2:3][CH2:4][CH2:5]1. The reactants are COc1c(C(C)C)cc(S(N)(=O)=O)c(C)c1C(=O)O, CN(C)C=O, ClC(Cl)Cl, O=S(Cl)Cl. The product is COc1c(C(C)C)cc(S(N)(=O)=O)c(C)c1C(=O)Cl. As a reaction SMILES: [CH3:1][O:2][c:3]1[c:4]([C:5](=[O:6])[OH:7])[c:8]([CH3:19])[c:9]([S:15]([NH2:16])(=[O:17])=[O:18])[cH:10][c:11]1[CH:12]([CH3:13])[CH3:14].[CH3:28][N:29]([CH3:30])[CH:31]=[O:32].[CH:20]([Cl:21])([Cl:22])[Cl:23].[S:24]([Cl:25])([Cl:26])=[O:27]>>[CH3:1][O:2][c:3]1[c:4]([C:5](=[O:6])[Cl:21])[c:8]([CH3:19])[c:9]([S:15]([NH2:16])(=[O:17])=[O:18])[cH:10][c:11]1[CH:12]([CH3:13])[CH3:14]. Starting materials: CC1=NC=CC(=C1)NC(NCC(=O)O)=O ([3-(2-methyl-pyridin-4-yl)-ureido]-acetic acid), C(C1=CC=CC=C1)C1CCNCC1 (4-benzylpiperidine), C=1C=CC2=C(C1)N=NN2O (HOBt), TEA, C(CCl)Cl (EDC). Reagents/catalysts: CN(C)C=1C=CN=CC1 (DMAP). Solvent: C(Cl)Cl (CH2Cl2). Reaction conditions: time 15 hour. Product: C(C1=CC=CC=C1)C1CCN(CC1)C(CNC(=O)NC1=CC(=NC=C1)C)=O (1-[2-(4-Benzyl-piperidin-1-yl)-2-oxo-ethyl]-3-(2-methyl-pyridin-4-yl)-urea). RXN SMILES: [CH3:1][C:2]1[CH:7]=[C:6]([NH:8][C:9](=[O:15])[NH:10][CH2:11][C:12]([OH:14])=O)[CH:5]=[CH:4][N:3]=1.[CH2:16]([CH:23]1[CH2:28][CH2:27][NH:26][CH2:25][CH2:24]1)[C:17]1[CH:22]=[CH:21][CH:20]=[CH:19][CH:18]=1.C1C=CC2N(O)N=NC=2C=1.C(Cl)CCl>CN(C1C=CN=CC=1)C.C(Cl)Cl>[CH2:16]([CH:23]1[CH2:28][CH2:27][N:26]([C:12](=[O:14])[CH2:11][NH:10][C:9]([NH:8][C:6]2[CH:5]=[CH:4][N:3]=[C:2]([CH3:1])[CH:7]=2)=[O:15])[CH2:25][CH2:24]1)[C:17]1[CH:22]=[CH:21][CH:20]=[CH:19][CH:18]=1. Procedure details: To a cooled (0° C.) mixture of [3-(2-methyl-pyridin-4-yl)-ureido]-acetic acid (Example D3., 105 mg, 0.5 mmol), 4-benzylpiperidine (Example A1., 105 mg, 0.6 mmol), HOBt (81 mg, 0.6 mmol), TEA (0.14 mL, 1 mmol) and a cat. amount of DMAP in CH2Cl2 (20 mL) are added, followed by EDC (115 mg, 0.6 mmol). The mixture is stirred at r.t. for 15 h. The mixture is quenched with sat. aq. Na2CO3 (25 mL), the phases are separated, and the aq. phase is extracted with CH2Cl2 (3×30 mL). The combined organic extr... The reactants are CC(C)=CCCCCCO, O=C1CCC(=O)N1Br, CN(C)C=O, c1ccc(P(c2ccccc2)c2ccccc2)cc1. Product: CC(C)=CCCCCCBr. Reaction SMILES: [CH3:1][C:2](=[CH:3][CH2:4][CH2:5][CH2:6][CH2:7][CH2:8][OH:9])[CH3:10].[O:30]=[C:31]1[N:32]([Br:37])[C:33](=[O:34])[CH2:35][CH2:36]1.[O:38]=[CH:39][N:40]([CH3:41])[CH3:42].[c:11]1([P:12]([c:13]2[cH:14][cH:15][cH:16][cH:17][cH:18]2)[c:19]2[cH:20][cH:21][cH:22][cH:23][cH:24]2)[cH:25][cH:26][cH:27][cH:28][cH:29]1>>[CH3:1][C:2](=[CH:3][CH2:4][CH2:5][CH2:6][CH2:7][CH2:8][Br:37])[CH3:10]. The reactants are C(CC(=O)OCC)(=O)OCC (diethyl malonate), Cl (HCl), [Na] (sodium), OC=1C=C(C=CC1)C=CC(C)=O (1-(3-hydroxyphenyl)but-1-en-3-one). The solvent is C(C)O (ethanol), C(Cl)Cl (methylene chloride), O (water), C(C)O (ethanol), C(C)O (ethanol). Run at time 17 hour. The product is OC1=CC(CC(C1C(=O)OCC)C1=CC(=CC=C1)O)=O (3-hydroxy-5-(3-hydroxyphenyl)-4-(carboethoxy)cyclohex-2-en-1-one). RXN SMILES: [Na].[C:2]([O:10][CH2:11][CH3:12])(=[O:9])[CH2:3][C:4]([O:6]CC)=O.[OH:13][C:14]1[CH:15]=[C:16]([CH:20]=[CH:21][C:22](=[O:24])[CH3:23])[CH:17]=[CH:18][CH:19]=1.Cl>C(O)C.O.C(Cl)Cl>[OH:6][C:4]1[CH:3]([C:2]([O:10][CH2:11][CH3:12])=[O:9])[CH:20]([C:16]2[CH:17]=[CH:18][CH:19]=[C:14]([OH:13])[CH:15]=2)[CH2:21][C:22](=[O:24])[CH:23]=1 |^1:0|. Procedure details: To a solution of 4.72 g (0.205 mol) of freshly cut sodium metal dissolved in absolute ethanol was added 16.8 g (0.105 mol) of diethyl malonate in 25 mL of absolute ethanol. To this solution was added 16.2 g (0.10 mol) of 1-(3-hydroxyphenyl)but-1-en-3-one, prepared as described by Marrion et al. in J. Biochem. vol. 45, 533, (1949), and 100 mL of absolute ethanol. The solution was stirred at ambient temperature for 17 hours, diluted with 500 mL of water and acidified with 19 mL of concentrated HCl... Reactants: NC=1NC(C=2N=CN(C2N1)[C@@H]1O[C@H]([C@@H]([C@@H]1O)O)CO)=O (2-amino-9-((2R,3S,4R,5S)-3,4-dihydroxy-5-(hydroxymethyl)tetrahydrofuran-2-yl)-1H-purin-6(9H)-one), C(C=C)Br (allyl bromide), [OH-].[Na+] (sodium hydroxide), Cl (HCl). Solvent: CS(=O)C (DMSO), O (water). Run at time 8 hour. Product: C(C=C)N1C=NC=2N=C(NC(C12)=O)N (7-allyl-2-amino-1H-purin-6(7H)-one). Yield: 59.2%. RXN SMILES: [NH2:1][C:2]1[NH:3][C:4](=[O:20])[C:5]2[N:6]=[CH:7][N:8]([C@H]3[C@@H](O)[C@@H](O)[C@H](CO)O3)[C:9]=2[N:10]=1.[CH2:21](Br)[CH:22]=[CH2:23].Cl.[OH-].[Na+]>CS(C)=O.O>[CH2:23]([N:6]1[C:5]2[C:4](=[O:20])[NH:3][C:2]([NH2:1])=[N:10][C:9]=2[N:8]=[CH:7]1)[CH:22]=[CH2:21] |f:3.4|. Procedure: To a solution of 2-amino-9-((2R,3S,4R,5S)-3,4-dihydroxy-5-(hydroxymethyl)tetrahydrofuran-2-yl)-1H-purin-6(9H)-one (50 g, 176.7 mmol) in DMSO (150 mL) was added allyl bromide (36 mL, 420 mmol), the mixture was stirred at room temperature overnight under nitrogen atmosphere. The reaction was chilled to 0° C. concentrated HCl (100 mL) was added and the reaction was stirred at 70° C. for 4 h. The reaction was cooled to room temperature, poured into water (800 mL), and neutralized with 6N sodium hydr... Reactants: CSSC (dimethyldisulphide), S1C(=NC=C1)C(C(C)C)S (1-(2-thiazolyl)-2-methylpropyl-mercaptan). Yields the product S1C(=NC=C1)C(C(C)C)SSC ([1-(2-thiazolyl)-2-methylpropyl]-methyl-disulphide). As a reaction SMILES: [CH3:1][S:2]SC.[S:5]1[CH:9]=[CH:8][N:7]=[C:6]1[CH:10]([SH:14])[CH:11]([CH3:13])[CH3:12]>>[S:5]1[CH:9]=[CH:8][N:7]=[C:6]1[CH:10]([S:14][S:2][CH3:1])[CH:11]([CH3:13])[CH3:12]. Procedure: According to the same procedure, from dimethyldisulphide and 1-(2-thiazolyl)-2-methylpropyl-mercaptan there is obtained [1-(2-thiazolyl)-2-methylpropyl]-methyl-disulphide. nD20 = 1.5770. IR (liq.): bands inter alia at 1500, 1470, 1430, 1420, 1390, 1370, 1195, 1140, 1055, 730 cm-1. Odour and flavour: earthy, fruity (cassis), sulphur-like, vegetable-like (celery). The reactants are C(C)(=O)OCC (ethyl acetate), C(=O)(O)CC1=C(C(=CC=C1C1=C(C=CC=C1)C)C1=C(C=CC=C1)C)CC(=O)O (1,2-dicarboxymethyl-3,6-di-o-tolylbenzene), [H-].[Al+3].[Li+].[H-].[H-].[H-] (lithium aluminium hydride), C(C)(=O)OCC (ethyl acetate), C(=O)=O (dry ice), [H-].[Al+3].[Li+].[H-].[H-].[H-] (lithium aluminium hydride). Run in C1CCOC1 (THF), C1CCOC1 (THF), C1CCOC1 (THF). Reaction conditions: temperature 0 celsius. The product is OCC1=C(C(=CC=C1C1=C(C=CC=C1)C)C1=C(C=CC=C1)C)CO (1,2-Di[hydroxymethyl]-3,6-di-o-tolylbenzene). As a reaction SMILES: [H-].[Al+3].[Li+].[H-].[H-].[H-].C(C[C:11]1[C:16]([C:17]2[CH:22]=[CH:21][CH:20]=[CH:19][C:18]=2[CH3:23])=[CH:15][CH:14]=[C:13]([C:24]2[CH:29]=[CH:28][CH:27]=[CH:26][C:25]=2[CH3:30])C=1CC(O)=O)(O)=O.[C:35](=[O:37])=O.C([O:41][CH2:42][CH3:43])(=O)C>C1COCC1>[OH:41][CH2:42][C:43]1[C:13]([C:24]2[CH:29]=[CH:28][CH:27]=[CH:26][C:25]=2[CH3:30])=[CH:14][CH:15]=[C:16]([C:17]2[CH:22]=[CH:21][CH:20]=[CH:19][C:18]=2[CH3:23])[C:11]=1[CH2:35][OH:37] |f:0.1.2.3.4.5|. Reported procedure: 250 ml of THF are slowly added to 10.13 g (267.3 mmol) of lithium aluminium hydride, then 71.5 g (190.9 mmol) of 1,2-dicarboxymethyl-3,6-di-o-tolylbenzene, dissolved in 450 ml of THF, are slowly added at such a rate that the temperature does not rise above 40° C. If necessary, the mixture is cooled using dry ice. When the addition is complete, the suspension is heated under reflux for 2 h. When the conversion is complete, a mixture of 120 ml of ethyl acetate and 340 ml of THF is slowly added wit...